Dataset: the Open Reaction Database (ORD), a public repository of structured organic reaction records. Task: describe an organic reaction: reactants, conditions, products, and yield The reactants are [OH-].[Na+] (sodium hydroxide), [Cl-].[NH4+] (ammonium chloride), C(C)(=O)N1CC2=C(CC1)N=C(S2)N (5-Acetyl-2-amino-4,5,6,7-tetrahydrothiazolo-[5,4-c]pyridine), [OH-].[Na+] (sodium hydroxide). The solvent is C(C)O (ethanol), C(C)O (ethanol). Product: NC=1SC=2CNCCC2N1 (2-Amino-4,5,6,7-tetrahydrothiazolo[5,4-c]pyridine). Yield: 84.3%. As a reaction SMILES: C([N:4]1[CH2:9][CH2:8][C:7]2[N:10]=[C:11]([NH2:13])[S:12][C:6]=2[CH2:5]1)(=O)C.[OH-].[Na+].[Cl-].[NH4+]>C(O)C>[NH2:13][C:11]1[S:12][C:6]2[CH2:5][NH:4][CH2:9][CH2:8][C:7]=2[N:10]=1 |f:1.2,3.4|. Procedure details: 5-Acetyl-2-amino-4,5,6,7-tetrahydrothiazolo-[5,4-c]pyridine (110 mg, 0.51 mmol) was dissolved in ethanol (1 ml) and treated with sodium hydroxide (15.4 mg, 0.38 mmol) in ethanol (1 ml). The solution was heated to 100° for 16 hours, then treated with additional sodium hydroxide (25.6 mg, 0.64 mmol) and heated to reflux for an additional 16 hours. Solid ammonium chloride was added, and the mixture was filtered and concentrated in vacuo. The residue was dissolved in chloroform, dried over sodium su... The reactants are [OH-].[Na+] (sodium hydroxide), C(#N)C=1C(=C2C(=NC1SCC=1N=C(SC1)C1=CC=C(C(=O)OC)C=C1)CCC2)C2=CC=CC=C2 (Methyl 4-(4-{[(3-cyano-4-phenyl-6,7-dihydro-5H-cyclopenta[b]pyridin-2-yl)sulfanyl]methyl}-1,3-thiazol-2-yl)benzoate), Cl (hydrochloric acid). Solvent: O1CCOCC1 (dioxane). Conditions: temperature 50 celsius, time 3 hour. Product: C(#N)C=1C(=C2C(=NC1SCC=1N=C(SC1)C1=CC=C(C(=O)O)C=C1)CCC2)C2=CC=CC=C2 (4-(4-{[(3-Cyano-4-phenyl-6,7-dihydro-5H-cyclopenta[b]pyridin-2-yl)sulfanyl]methyl}-1,3-thiazol-2-yl)benzoic acid). RXN SMILES: [C:1]([C:3]1[C:4]([C:29]2[CH:34]=[CH:33][CH:32]=[CH:31][CH:30]=2)=[C:5]2[CH2:28][CH2:27][CH2:26][C:6]2=[N:7][C:8]=1[S:9][CH2:10][C:11]1[N:12]=[C:13]([C:16]2[CH:25]=[CH:24][C:19]([C:20]([O:22]C)=[O:21])=[CH:18][CH:17]=2)[S:14][CH:15]=1)#[N:2].[OH-].[Na+].Cl>O1CCOCC1>[C:1]([C:3]1[C:4]([C:29]2[CH:34]=[CH:33][CH:32]=[CH:31][CH:30]=2)=[C:5]2[CH2:28][CH2:27][CH2:26][C:6]2=[N:7][C:8]=1[S:9][CH2:10][C:11]1[N:12]=[C:13]([C:16]2[CH:25]=[CH:24][C:19]([C:20]([OH:22])=[O:21])=[CH:18][CH:17]=2)[S:14][CH:15]=1)#[N:2] |f:1.2|. Reported procedure: 80 mg (0.17 mmol) of the compound from Example 13 were dissolved in 1.7 ml of dioxane, and 0.33 ml of a 1N aqueous sodium hydroxide solution were added. The reaction mixture was stirred at 50° C. for 3 h. 0.36 ml of 1N hydrochloric acid was then added to the mixture, and the resulting precipitate was filtered off, washed with water and dried. Starting materials: CC(C)(C)c1cccc(C#N)c1, N. The product is CC(C)(C)c1cccc(CN)c1. As a reaction SMILES: [C:1]([CH3:2])([CH3:3])([CH3:4])[c:5]1[cH:6][c:7]([C:8]#[N:9])[cH:10][cH:11][cH:12]1.[NH3:13]>>[C:1]([CH3:2])([CH3:3])([CH3:4])[c:5]1[cH:6][c:7]([CH2:8][NH2:9])[cH:10][cH:11][cH:12]1. The reactants are C(CC=C)(=O)Cl (3-butenoyl chloride), BrC1=C(C(C(=O)O)=CC(=C1)Br)O (3,5-dibromosalicylic acid), N1=C(C=CC=C1C)C (2,6-lutidine). Run in CC(=O)C (acetone). Yields the product C(CC=C)(=O)OCC=1C(O)=C(C=C(C1)Br)Br (3,5-Dibromosalicyl 3-butenoate), 3-butenoate ester. RXN SMILES: [C:1](Cl)(=[O:5])[CH2:2][CH:3]=[CH2:4].[Br:7][C:8]1[CH:16]=[C:15]([Br:17])[CH:14]=[C:10]([C:11]([OH:13])=O)[C:9]=1[OH:18].N1C(C)=CC=CC=1C>CC(C)=O>[C:1]([O:13][CH2:11][C:10]1[C:9](=[C:8]([Br:7])[CH:16]=[C:15]([Br:17])[CH:14]=1)[OH:18])(=[O:5])[CH2:2][CH:3]=[CH2:4]. Reported procedure: 3,5-Dibromosalicyl 3-butenoate is prepared by reaction of an acetone solution of 3-butenoyl chloride and 3,5-dibromosalicylic acid in the presence of 2,6-lutidine. The 3-butenoate ester is isolated and purified. In a second step, the desired oxirane, 3,5-dibromosalicyl 3,4-oxabutanoate, is prepared by reaction of 3,5-dibromosalicyl 3-butenoate and 3-chloroperbenzoic acid in chloroform solution. The desired oxirane is isolated and purified. Starting materials: CN(C)CCOC1=CC=CC=2N=C3C=C4C(=CC3=C(C12)C(=O)OCCN(C)C)C=CC=C4 (N,N-dimethylaminoethyl 2-(N,N-dimethylamino)ethoxy-benz[b]acridine-12-carboxylate), [OH-].[Na+] (sodium hydroxide). Solvent: CO (methanol). The product is CN(C)CCOC1=CC=CC=2N=C3C=C4C(=CC3=C(C12)C(=O)O)C=CC=C4 (2-(N,N-dimethylamino)ethoxy-benz[b]acridine-12-carboxylic acid). Reaction SMILES: [CH3:1][N:2]([CH2:4][CH2:5][O:6][C:7]1[C:20]2[C:19]([C:21]([O:23]CCN(C)C)=[O:22])=[C:18]3[C:13]([CH:14]=[C:15]4[CH:32]=[CH:31][CH:30]=[CH:29][C:16]4=[CH:17]3)=[N:12][C:11]=2[CH:10]=[CH:9][CH:8]=1)[CH3:3].[OH-].[Na+]>CO>[CH3:3][N:2]([CH2:4][CH2:5][O:6][C:7]1[C:20]2[C:19]([C:21]([OH:23])=[O:22])=[C:18]3[C:13]([CH:14]=[C:15]4[CH:32]=[CH:31][CH:30]=[CH:29][C:16]4=[CH:17]3)=[N:12][C:11]=2[CH:10]=[CH:9][CH:8]=1)[CH3:1] |f:1.2|. Reported procedure: treating N,N-dimethylaminoethyl 2-(N,N-dimethylamino)ethoxy-benz[b]acridine-12-carboxylate with sodium hydroxide in methanol and acidifying to produce 2-(N,N-dimethylamino)ethoxy-benz[b]acridine-12-carboxylic acid; Reactants: C(C)C1=C(C=C(C(=C1C(=O)N)CC)O)O (diethyl 3,5-dihydroxybenzamide), [H-].[Na+] (sodium hydride), [N+](=O)([O-])C1=C(C=CC(=C1)S(=O)(=O)C(F)(F)F)Cl (2-nitro-4-(trifluoromethylsulfonyl) chlorobenzene). The solvent is C1CCOC1 (THF). Reaction conditions: time 8 hour. The product is [N+](=O)([O-])C1=C(OC=2C=C(C(=O)N)C=C(C2)OC2=C(C=C(C=C2)S(=O)(=O)C(F)(F)F)[N+](=O)[O-])C=CC(=C1)S(=O)(=O)C(F)(F)F (3,5-Bis-(2-nitro-4-trifluoromethanesulfonyl-phenoxy)-benzamide). Reaction SMILES: C([C:3]1[C:8]([C:9]([NH2:11])=[O:10])=[C:7](CC)[C:6]([OH:14])=[CH:5][C:4]=1[OH:15])C.[H-].[Na+].[N+:18]([C:21]1[CH:26]=[C:25]([S:27]([C:30]([F:33])([F:32])[F:31])(=[O:29])=[O:28])[CH:24]=[CH:23][C:22]=1Cl)([O-:20])=[O:19]>C1COCC1>[N+:18]([C:21]1[CH:26]=[C:25]([S:27]([C:30]([F:33])([F:32])[F:31])(=[O:29])=[O:28])[CH:24]=[CH:23][C:22]=1[O:14][C:6]1[CH:7]=[C:8]([CH:3]=[C:4]([O:15][C:22]2[CH:23]=[CH:24][C:25]([S:27]([C:30]([F:32])([F:33])[F:31])(=[O:29])=[O:28])=[CH:26][C:21]=2[N+:18]([O-:20])=[O:19])[CH:5]=1)[C:9]([NH2:11])=[O:10])([O-:20])=[O:19] |f:1.2|. Reported procedure: To a solution of diethyl 3,5-dihydroxybenzamide (100 mg, 0.6553 mmol) in THF was added sodium hydride (60 mg of 60% dispersion in mineral oil) followed by 2-nitro-4-(trifluoromethylsulfonyl) chlorobenzene (378 mg, 1.306 mmol). The mixture was stirred at room temperature for overnight. The reaction was extracted with ethyl acetate, the organic layer was washed with water and brine, dried, concentrated and purified to give the title compound. 1H NMR (300 MHz, DMSO-d6) δ 11.32 (br s, 1H, NH), 10.58...